Task: describe an organic reaction: reactants, conditions, products, and yield. Dataset: the Open Reaction Database (ORD), a public repository of structured organic reaction records Starting materials: OCCCOC1=CC=C(C=C1)C[C@@H](C(=O)O)OC ((2S)-3-[4-(3-Hydroxy-propoxy)-phenyl]-2-methoxy-propionic acid), C1(CCCC1)C1=CC=C(C=C1)O (4-cyclopentylphenol). Product: C1(CCCC1)C1=CC=C(OCCCOC2=CC=C(C=C2)C[C@@H](C(=O)O)OC)C=C1 ((2S)-3-{4-[3-(4-Cyclopentyl-phenoxy)-propoxy]-phenyl}-2-methoxy-propionic acid). Reaction SMILES: [OH:1][CH2:2][CH2:3][CH2:4][O:5][C:6]1[CH:11]=[CH:10][C:9]([CH2:12][C@H:13]([O:17][CH3:18])[C:14]([OH:16])=[O:15])=[CH:8][CH:7]=1.[CH:19]1([C:24]2[CH:29]=[CH:28][C:27](O)=[CH:26][CH:25]=2)[CH2:23][CH2:22][CH2:21][CH2:20]1>>[CH:19]1([C:24]2[CH:25]=[CH:26][C:27]([O:1][CH2:2][CH2:3][CH2:4][O:5][C:6]3[CH:11]=[CH:10][C:9]([CH2:12][C@H:13]([O:17][CH3:18])[C:14]([OH:16])=[O:15])=[CH:8][CH:7]=3)=[CH:28][CH:29]=2)[CH2:20][CH2:21][CH2:22][CH2:23]1. Procedure: The title compound was prepared from (2S)-3-[4-(3-Hydroxy-propoxy)-phenyl]-2-methoxy-propionic acid linked to Wang's Resin (Example 94, Step D) via Mitsunobu coupling with 4-cyclopentylphenol and cleavage from the resin (Standard Procedure G) gave an oily solid. The reactants are CCOc1cc(C(C)(C)C)ccc1C1=NC(c2ccc(Cl)cc2)C(c2ccc(Cl)cc2)N1C(=O)Cl, COCC(=O)N1CCNCC1. The product is CCOc1cc(C(C)(C)C)ccc1C1=NC(c2ccc(Cl)cc2)C(c2ccc(Cl)cc2)N1C(=O)N1CCN(C(=O)COC)CC1. Reaction SMILES: [C:1]([CH3:2])([CH3:3])([CH3:4])[c:5]1[cH:6][c:7]([O:33][CH2:34][CH3:35])[c:8]([C:11]2=[N:15][CH:14]([c:16]3[cH:17][cH:18][c:19]([Cl:22])[cH:20][cH:21]3)[CH:13]([c:23]3[cH:24][cH:25][c:26]([Cl:29])[cH:27][cH:28]3)[N:12]2[C:30](=[O:31])[Cl:32])[cH:9][cH:10]1.[CH3:36][O:37][CH2:38][C:39](=[O:40])[N:41]1[CH2:42][CH2:43][NH:44][CH2:45][CH2:46]1>>[C:1]([CH3:2])([CH3:3])([CH3:4])[c:5]1[cH:6][c:7]([O:33][CH2:34][CH3:35])[c:8]([C:11]2=[N:15][CH:14]([c:16]3[cH:17][cH:18][c:19]([Cl:22])[cH:20][cH:21]3)[CH:13]([c:23]3[cH:24][cH:25][c:26]([Cl:29])[cH:27][cH:28]3)[N:12]2[C:30](=[O:31])[N:44]2[CH2:43][CH2:42][N:41]([C:39]([CH2:38][O:37][CH3:36])=[O:40])[CH2:46][CH2:45]2)[cH:9][cH:10]1. Starting materials: CC(C)Cn1c(CN(C(=O)[O-])C(C)(C)C)c(-c2cccs2)c2cc(C(N)=O)ccc2c1=O, CCOC(C)=O, Cl. Yields the product Cl, CC(C)Cn1c(CN)c(-c2cccs2)c2cc(C(N)=O)ccc2c1=O. As a reaction SMILES: [C:1]([N:5]([C:2](=[O:3])[O-:4])[CH2:9][c:10]1[n:11]([CH2:29][CH:30]([CH3:31])[CH3:32])[c:12](=[O:28])[c:13]2[cH:14][cH:15][c:16]([C:25](=[O:26])[NH2:27])[cH:17][c:18]2[c:19]1-[c:20]1[s:21][cH:22][cH:23][cH:24]1)([CH3:6])([CH3:7])[CH3:8].[CH3:34][CH2:35][O:36][C:37](=[O:38])[CH3:39].[ClH:33]>>[ClH:33].[NH2:5][CH2:9][c:10]1[n:11]([CH2:29][CH:30]([CH3:31])[CH3:32])[c:12](=[O:28])[c:13]2[cH:14][cH:15][c:16]([C:25](=[O:26])[NH2:27])[cH:17][c:18]2[c:19]1-[c:20]1[s:21][cH:22][cH:23][cH:24]1. Reactants: OP(=O)(O)O (H3PO4), C1CCNC(=O)[C@H](C1)N (L-α-amino-ε-caprolactam), C1CN(CCN1CCO)CCS(=O)(=O)O.[OH-].[Na+] (HEPES NaOH), CC1=NC=C(C(=C1O)C=O)COP(=O)(O)O (pyridoxal-5-phosphate), D- and L-α-amino-ε-caprolactam. The solvent is C1(=CC=CC=C1)C (toluene). Reaction conditions: time 72 hour. Yields the product C1CCNC(=O)[C@@H](C1)N (D-α-amino-ε-caprolactam), C1CCNC(=O)[C@H](C1)N (L-α-amino-ε-caprolactam). As a reaction SMILES: C1N(CCO)CCN(CCS(O)(=O)=O)C1.[OH-].[Na+].CC1C(O)=C(C=O)C(COP(O)(O)=O)=CN=1.[CH2:34]1[CH2:41][C@H:40]([NH2:42])[C:38](=[O:39])[NH:37][CH2:36][CH2:35]1.OP(O)(O)=O>C1(C)C=CC=CC=1>[CH2:34]1[CH2:41][C@@H:40]([NH2:42])[C:38](=[O:39])[NH:37][CH2:36][CH2:35]1.[CH2:34]1[CH2:41][C@H:40]([NH2:42])[C:38](=[O:39])[NH:37][CH2:36][CH2:35]1 |f:0.1.2|. Reported procedure: Then 100 mg of these lyophilized cells from each monoculture were added to a reaction mixture consisting of 10 mM HEPES-NaOH buffer (pH 7.7), toluene (2,5 v/v %), pyridoxal-5-phosphate (20 μM), and L-α-amino-ε-caprolactam (2.5 m %). Chemical blanks (with the assay mixture without the lyophilized cells) were used as a negative control. All reaction mixtures (including the blanks) were incubated for approximately 72 hours at 40° C. before the reaction was stopped by the addition of 9 volumes of 1 ... The reactants are CC1CN(c2ccc3ccccc3n2)C(C)CN1, O=C(NCC(F)(F)F)C1(CCCCBr)c2ccccc2-c2ccccc21. Product: CC1CN(c2ccc3ccccc3n2)C(C)CN1CCCCC1(C(=O)NCC(F)(F)F)c2ccccc2-c2ccccc21. Reaction SMILES: [CH3:27][CH:28]1[N:29]([c:35]2[n:36][c:37]3[cH:38][cH:39][cH:40][cH:41][c:42]3[cH:43][cH:44]2)[CH2:30][CH:31]([CH3:34])[NH:32][CH2:33]1.[F:1][C:2]([CH2:3][NH:4][C:5](=[O:6])[C:7]1([CH2:20][CH2:21][CH2:22][CH2:23][Br:24])[c:8]2[cH:9][cH:10][cH:11][cH:12][c:13]2-[c:14]2[cH:15][cH:16][cH:17][cH:18][c:19]21)([F:25])[F:26]>>[F:1][C:2]([CH2:3][NH:4][C:5](=[O:6])[C:7]1([CH2:20][CH2:21][CH2:22][CH2:23][N:32]2[CH:31]([CH3:34])[CH2:30][N:29]([c:35]3[n:36][c:37]4[cH:38][cH:39][cH:40][cH:41][c:42]4[cH:43][cH:44]3)[CH:28]([CH3:27])[CH2:33]2)[c:8]2[cH:9][cH:10][cH:11][cH:12][c:13]2-[c:14]2[cH:15][cH:16][cH:17][cH:18][c:19]21)([F:25])[F:26].